From a dataset of the Open Reaction Database (ORD), a public repository of structured organic reaction records. describe an organic reaction: reactants, conditions, products, and yield The reactants are Cc1oc(C(C)(C)C)nc1COc1ccc(C=O)c2sccc12, CCOCC(=O)OCC, C1CCOC1, [Li]CCCC, CC(C)NC(C)C. Yields the product CCOC(=O)C(OCC)C(O)c1ccc(OCc2nc(C(C)(C)C)oc2C)c2ccsc12. As a reaction SMILES: [C:22]([CH3:23])([CH3:24])([CH3:25])[c:26]1[o:27][c:28]([CH3:44])[c:29]([CH2:31][O:32][c:33]2[cH:34][cH:35][c:36]([CH:42]=[O:43])[c:37]3[s:38][cH:39][cH:40][c:41]23)[n:30]1.[CH2:13]([CH3:14])[O:15][CH2:16][C:17](=[O:18])[O:19][CH2:20][CH3:21].[CH2:45]1[O:46][CH2:47][CH2:48][CH2:49]1.[CH3:8][CH2:9][CH2:10][CH2:11][Li:12].[CH:1]([NH:2][CH:3]([CH3:4])[CH3:5])([CH3:6])[CH3:7]>>[CH2:13]([CH3:14])[O:15][CH:16]([C:17](=[O:18])[O:19][CH2:20][CH3:21])[CH:42]([c:36]1[cH:35][cH:34][c:33]([O:32][CH2:31][c:29]2[c:28]([CH3:44])[o:27][c:26]([C:22]([CH3:23])([CH3:24])[CH3:25])[n:30]2)[c:41]2[c:37]1[s:38][cH:39][cH:40]2)[OH:43].